From a dataset of the Open Reaction Database (ORD), a public repository of structured organic reaction records. describe an organic reaction: reactants, conditions, products, and yield The reactants are [H-].[Na+] (sodium hydride), ClC1=CC=C(C=C1)C1=NOC2=C1C=CC(=C2)O (3-(4-chlorophenyl)-6-hydroxy-1,2-benzisoxazole), BrC(C(=O)OCC)(C)C (ethyl 2-bromo-2-methylpropionate). Solvent: CN(C=O)C (dimethylformamide), CN(C=O)C (dimethylformamide). Conditions: temperature 80 celsius, time 24 hour. Product: ClC1=CC=C(C=C1)C1=NOC2=C1C=CC(=C2)OC(C(=O)OCC)(C)C (ethyl 2-{[3-(4-chlorophenyl)-1,2-benzisoxazol-6-yl]oxy}-2-methylpropionate). As a reaction SMILES: [Cl:1][C:2]1[CH:7]=[CH:6][C:5]([C:8]2[C:12]3[CH:13]=[CH:14][C:15]([OH:17])=[CH:16][C:11]=3[O:10][N:9]=2)=[CH:4][CH:3]=1.[H-].[Na+].Br[C:21]([CH3:28])([CH3:27])[C:22]([O:24][CH2:25][CH3:26])=[O:23]>CN(C)C=O>[Cl:1][C:2]1[CH:3]=[CH:4][C:5]([C:8]2[C:12]3[CH:13]=[CH:14][C:15]([O:17][C:21]([CH3:28])([CH3:27])[C:22]([O:24][CH2:25][CH3:26])=[O:23])=[CH:16][C:11]=3[O:10][N:9]=2)=[CH:6][CH:7]=1 |f:1.2|. Procedure: A solution of 9.0 g of 3-(4-chlorophenyl)-6-hydroxy-1,2-benzisoxazole in 25 ml of dimethylformamide is added with stirring to a suspension of 1.93 g of sodium hydride (50% suspension in oil) in 25 ml dimethylformamide. To the mixture is added 5.5 ml of ethyl 2-bromo-2-methylpropionate. The reaction mixture is stirred 24 hr at 80° C., poured onto ice/water and extracted with ether. The ether extracts are combined and washed with dil sodium hydroxide solution and dried over anhydrous magnesium sul... Starting materials: C/C=C/1\[C@@H](C(=CO[C@H]1O[C@H]2[C@@H]([C@H]([C@@H]([C@H](O2)CO)O)O)O)C(=O)OC)CC(=O)OCCC=3C=CC(=C(C3)O)O (oleuropein), C(C)(=O)[O-].[Na+] (sodium acetate), C/C=C/1\[C@@H](C(=CO[C@H]1O[C@H]2[C@@H]([C@H]([C@@H]([C@H](O2)CO)O)O)O)C(=O)OC)CC(=O)OCCC=3C=CC(=C(C3)O)O (oleuropein). The product is C1=CC(=C(C=C1CCCO)O)O (Hydroxytyrosol), C/C=C/1\[C@@H](C(=CO[C@H]1O)C(=O)OC)CC(=O)OCCC2=CC(=C(C=C2)O)O (oleuropein aglycone). As a reaction SMILES: [CH3:1]/[CH:2]=[C:3]1\[C@H:4]([CH2:25][C:26]([O:28][CH2:29][CH2:30][C:31]2[CH:32]=[CH:33][C:34]([OH:38])=[C:35]([OH:37])[CH:36]=2)=[O:27])[C:5]([C:21]([O:23][CH3:24])=[O:22])=[CH:6][O:7][C@H:8]\1[O:9][C@@H]1O[C@H](CO)[C@@H](O)[C@H](O)[C@H]1O.[C:39]([O-])(=[O:41])C.[Na+]>>[CH:32]1[C:31]([CH2:30][CH2:29][CH2:39][OH:41])=[CH:36][C:35]([OH:37])=[C:34]([OH:38])[CH:33]=1.[CH3:1]/[CH:2]=[C:3]1\[C@H:4]([CH2:25][C:26]([O:28][CH2:29][CH2:30][C:31]2[CH:32]=[CH:33][C:34]([OH:38])=[C:35]([OH:37])[CH:36]=2)=[O:27])[C:5]([C:21]([O:23][CH3:24])=[O:22])=[CH:6][O:7][C@H:8]\1[OH:9] |f:1.2|. Reported procedure: Hydroxytyrosol was prepared from homogeneous oleuropein isolated from OLE. The procedure involves treatment of oleuropein with β-glycosidase (including but not limited to Sigma G4511) in 80 mM sodium acetate pH 5.0 using 1 Unit of enzyme/μmole of substrate at 37° C. for 1 hr to remove the glucose moiety and to yield oleuropein aglycone. The oleuropein aglycone was then be treated with esterase (including but not limited to Sigma E0887) in sodium phosphate buffer at pH 7.5 using 1 Unit of enzyme/... The reactants are O[C@H](CC#N)COS(=O)(=O)C ((R)-3-hydroxy-4-(methanesulfonyloxy)butyronitrile), Cl (hydrochloric acid), [H][H] (hydrogen). The reagents and catalysts are [Pd] (Pd on carbon). The solvent is CO (methanol). Yields the product Cl.O[C@H](CCN)COS(=O)(=O)C ((R)-3-hydroxy-4-(methanesulfonyloxy)butylamine hydrochloride). As a reaction SMILES: [OH:1][C@@H:2]([CH2:6][O:7][S:8]([CH3:11])(=[O:10])=[O:9])[CH2:3][C:4]#[N:5].[ClH:12].[H][H]>CO.[Pd]>[ClH:12].[OH:1][C@@H:2]([CH2:6][O:7][S:8]([CH3:11])(=[O:10])=[O:9])[CH2:3][CH2:4][NH2:5] |f:5.6|. Reported procedure: To a solution of (R)-3-hydroxy-4-(methanesulfonyloxy)butyronitrile (14.6 g) in methanol (60 ml), 10 wt. % Pd on carbon (2.5 g) and conc. hydrochloric acid (15 ml) were added. The mixture was stirred in a hydrogen atmosphere of 4.0 kg/cm2 at room temperature for 8 hours. After filtrating off the catalyst, the mixture was evaporated under reduced pressure to obtain a crude product, which was purified by silica gel column chromatography (Wako Gel C200, an eluent: methanol/acetone (volume ratio of 1... The reactants are C(C#C)Br (Propargyl bromide), N1CCNCC1 (piperazine). The solvent is C1CCOC1 (THF), O (H2O). Product: C(C#C)N1CCNCC1 (1-Prop-2-ynylpiperazine). The yield is 22.9%. Reaction SMILES: [CH2:1](Br)[C:2]#[CH:3].[NH:5]1[CH2:10][CH2:9][NH:8][CH2:7][CH2:6]1>C1COCC1.O>[CH2:1]([N:5]1[CH2:10][CH2:9][NH:8][CH2:7][CH2:6]1)[C:2]#[CH:3]. Procedure: Propargyl bromide (1.19 g, 10 mmol) and piperazine (8.61 g, 100 mmol) were dissolved in THF (90 ml). Stir under N2 and reflux for 4 h. Remove solvent and dissolve in 40 ml of H2O. Extracted with 4×40 ml of EtOAc, washed with 2×15 ml of brine, dried over MgSO4. After solvent was removed, brownish solid 29.83 (285 mg, 23% yield) was obtained. 1H NMR (CDCl3, 200 MHz): δ=2.28 (t, 1H, J=2.4 Hz), 2.56 (m, 4H), 2.92 (m, 4H), 3.30 (d, 2H, J=2.6 Hz). The reactants are CN(C)C=O, CN(C)C(=O)CCCl, OC(c1ccc(F)cc1)(c1ccc(F)cc1)C1CCNCC1, [I-], [K+], [Na+], [Na+], O=C([O-])[O-], O. Product: CN(C)C(=O)CCN1CCC(C(O)(c2ccc(F)cc2)c2ccc(F)cc2)CC1. RXN SMILES: [CH3:39][N:40]([CH3:41])[CH:42]=[O:43].[Cl:23][CH2:24][CH2:25][C:26](=[O:27])[N:28]([CH3:29])[CH3:30].[F:1][c:2]1[cH:3][cH:4][c:5]([C:8]([OH:9])([CH:10]2[CH2:11][CH2:12][NH:13][CH2:14][CH2:15]2)[c:16]2[cH:17][cH:18][c:19]([F:22])[cH:20][cH:21]2)[cH:6][cH:7]1.[I-:38].[K+:37].[Na+:31].[Na+:32].[O-:33][C:34](=[O:35])[O-:36].[OH2:44]>>[F:1][c:2]1[cH:3][cH:4][c:5]([C:8]([OH:9])([CH:10]2[CH2:11][CH2:12][N:13]([CH2:24][CH2:25][C:26](=[O:27])[N:28]([CH3:29])[CH3:30])[CH2:14][CH2:15]2)[c:16]2[cH:17][cH:18][c:19]([F:22])[cH:20][cH:21]2)[cH:6][cH:7]1. The reactants are C(C)OC(=O)C1C(C1)C=1C=C2C(=NC1)N(C=C2)S(=O)(=O)C2=CC=C(C=C2)C (2-[1-(Toluene-4-sulfonyl)-1H-pyrrolo[2,3-b]pyridin-5-yl ]-cyclopropanecarboxylic acid ethyl ester), [O-]CC.[Na+] (sodium ethoxide), [Cl-].[NH4+] (ammonium chloride). The solvent is C(C)O (ethanol). Conditions: temperature 70 celsius. Yields the product C(C)OC(=O)C1C(C1)C=1C=C2C(=NC1)NC=C2 (2-(1H-Pyrrolo[2,3-b]pyridin-5-yl)-cyclopropanecarboxylic acid ethyl ester). RXN SMILES: [CH2:1]([O:3][C:4]([CH:6]1[CH2:8][CH:7]1[C:9]1[CH:10]=[C:11]2[CH:17]=[CH:16][N:15](S(C3C=CC(C)=CC=3)(=O)=O)[C:12]2=[N:13][CH:14]=1)=[O:5])[CH3:2].[O-]CC.[Na+].[Cl-].[NH4+]>C(O)C>[CH2:1]([O:3][C:4]([CH:6]1[CH2:8][CH:7]1[C:9]1[CH:10]=[C:11]2[CH:17]=[CH:16][NH:15][C:12]2=[N:13][CH:14]=1)=[O:5])[CH3:2] |f:1.2,3.4|. Procedure: 2-[1-(Toluene-4-sulfonyl)-1H-pyrrolo[2,3-b]pyridin-5-yl ]-cyclopropanecarboxylic acid ethyl ester, (153 mg, 0.4 mmol), was added to 2 mL ethanol and sodium ethoxide solution, (˜2.68M, 300 μL, 0.8 mmol), was added. The mixture was heated to 70° C. for 3 hours. The mixture was cooled to rt and several mL sat. ammonium chloride solution were added. The mixture was extracted with dichloromethane and the organic layers evaporated affording 85 mg essentially pure 2-(1H-Pyrrolo[2,3-b]pyridin-5-yl)-cycl... Starting materials: OCCC=1C=C(C=CC1OC)CC(C(=O)OCC)OC(C)C (ethyl 3-[3-(2-hydroxyethyl)-4-methoxyphenyl]-2-isopropoxypropanoate), COC=1C=C(C=CC1)N=C=O (3-methoxyphenylisocyanate). Product: C(C)(C)OC(C(=O)O)CC1=CC(=C(C=C1)OC)CCOC(=O)NC1=CC(=CC=C1)OC (2-Isopropoxy-3-[4-methoxy-3-(2-{[(3-methoxyanilino)-carbonyl]oxy}ethyl)phenyl]propanoic acid). As a reaction SMILES: [OH:1][CH2:2][CH2:3][C:4]1[CH:5]=[C:6]([CH2:12][CH:13]([O:19][CH:20]([CH3:22])[CH3:21])[C:14]([O:16]CC)=[O:15])[CH:7]=[CH:8][C:9]=1[O:10][CH3:11].[CH3:23][O:24][C:25]1[CH:26]=[C:27]([N:31]=[C:32]=[O:33])[CH:28]=[CH:29][CH:30]=1>>[CH:20]([O:19][CH:13]([CH2:12][C:6]1[CH:7]=[CH:8][C:9]([O:10][CH3:11])=[C:4]([CH2:3][CH2:2][O:1][C:32]([NH:31][C:27]2[CH:28]=[CH:29][CH:30]=[C:25]([O:24][CH3:23])[CH:26]=2)=[O:33])[CH:5]=1)[C:14]([OH:16])=[O:15])([CH3:21])[CH3:22]. Procedure details: Using ethyl 3-[3-(2-hydroxyethyl)-4-methoxyphenyl]-2-isopropoxypropanoate and 3-methoxyphenylisocyanate, the title compound was obtained in the same manner as described in Example 148. Starting materials: CN(C=1C(NC2=CC=C(C=C2N1)C(=O)O)=O)C(C)C (3-[methyl(propan-2-yl)amino]-2-oxo-1,2-dihydroquinoxaline-6-carboxylic acid), CC(C)(C)N (2-methylpropan-2-amine), TEA, C(CC)P1(OP(OP(O1)(=O)CCC)(=O)CCC)=O (T3P). Solvent: ClCCl (dichloromethane). Run at time 8 hour. The product is C(C)(C)(C)NC(=O)C=1C=C2N=C(C(NC2=CC1)=O)N(C(C)C)C (N-tert-butyl-3-[methyl(propan-2-yl)amino]-2-oxo-1,2-dihydroquinoxaline-6-carboxamide). RXN SMILES: [CH3:1][N:2]([CH:17]([CH3:19])[CH3:18])[C:3]1[C:4](=[O:16])[NH:5][C:6]2[C:11]([N:12]=1)=[CH:10][C:9]([C:13]([OH:15])=O)=[CH:8][CH:7]=2.[CH3:20][C:21]([NH2:24])([CH3:23])[CH3:22].C(P1(=O)OP(CCC)(=O)OP(CCC)(=O)O1)CC>ClCCl>[C:21]([NH:24][C:13]([C:9]1[CH:10]=[C:11]2[C:6](=[CH:7][CH:8]=1)[NH:5][C:4](=[O:16])[C:3]([N:2]([CH3:1])[CH:17]([CH3:19])[CH3:18])=[N:12]2)=[O:15])([CH3:23])([CH3:22])[CH3:20]. Procedure details: To a solution of 3-[methyl(propan-2-yl)amino]-2-oxo-1,2-dihydroquinoxaline-6-carboxylic acid (1 g, 3.83 mmol) in dichloromethane (50 ml) was added 2-methylpropan-2-amine (560 mg, 7.66 mmol), TEA (967 mg, 9.56 mmol), and T3P (1.83 g, 7.66 mmol). The resulting solution was stirred overnight at room temperature and then concentrated in vacuo to afford N-tert-butyl-3-[methyl(propan-2-yl)amino]-2-oxo-1,2-dihydroquinoxaline-6-carboxamide as yellow oil (1.5 g, crude). Reactants: C1CCOC1, CN(C)C(=O)OC(c1ccccc1)c1nc(-c2ccccc2)c(-c2nc3c(N)ncnc3s2)n1C, CCOC(C)=O, O=C(O)C(F)(F)F, O. Yields the product Cn1c(C(O)c2ccccc2)nc(-c2ccccc2)c1-c1nc2c(N)ncnc2s1. RXN SMILES: [CH2:44]1[O:45][CH2:46][CH2:47][CH2:48]1.[CH3:1][N:2]([CH3:3])[C:34]([O:4][CH:5]([c:6]1[cH:7][cH:8][cH:9][cH:10][cH:11]1)[c:12]1[n:13]([CH3:33])[c:14](-[c:23]2[s:24][c:25]3[n:26][cH:27][n:28][c:29]([NH2:32])[c:30]3[n:31]2)[c:15](-[c:17]2[cH:18][cH:19][cH:20][cH:21][cH:22]2)[n:16]1)=[O:35].[CH3:49][CH2:50][O:51][C:52]([CH3:53])=[O:54].[F:36][C:37]([F:38])([F:39])[C:40]([OH:41])=[O:42].[OH2:43]>>[OH:4][CH:5]([c:6]1[cH:7][cH:8][cH:9][cH:10][cH:11]1)[c:12]1[n:13]([CH3:33])[c:14](-[c:23]2[s:24][c:25]3[n:26][cH:27][n:28][c:29]([NH2:32])[c:30]3[n:31]2)[c:15](-[c:17]2[cH:18][cH:19][cH:20][cH:21][cH:22]2)[n:16]1.